Task: describe an organic reaction: reactants, conditions, products, and yield. Dataset: the Open Reaction Database (ORD), a public repository of structured organic reaction records The reactants are [Al+3], CC(=O)Cl, CC(C)c1ccc(C(C)C)cc1, [Cl-], [Cl-], [Cl-], Cl, S=C=S. Yields the product CC(=O)c1cc(C(C)C)ccc1C(C)C. As a reaction SMILES: [Al+3:20].[CH3:1][C:2]([Cl:3])=[O:4].[CH:5]([CH3:6])([CH3:7])[c:8]1[cH:9][cH:10][c:11]([CH:14]([CH3:15])[CH3:16])[cH:12][cH:13]1.[Cl-:17].[Cl-:18].[Cl-:19].[ClH:21].[S:22]=[C:23]=[S:24]>>[CH3:1][C:2](=[O:4])[c:12]1[c:11]([CH:14]([CH3:15])[CH3:16])[cH:10][cH:9][c:8]([CH:5]([CH3:6])[CH3:7])[cH:13]1. The reactants are O=C([O-])[O-], C[Si](C)(C)C#Cc1cnc2[nH]ccc2c1, CO, [K+], [K+]. Product: C#Cc1cnc2[nH]ccc2c1. RXN SMILES: [C:16](=[O:17])([O-:18])[O-:19].[CH3:1][Si:2]([CH3:3])([CH3:4])[C:5]#[C:6][c:7]1[cH:8][c:9]2[c:10]([n:11][cH:12]1)[nH:13][cH:14][cH:15]2.[CH3:22][OH:23].[K+:20].[K+:21]>>[CH:5]#[C:6][c:7]1[cH:8][c:9]2[c:10]([n:11][cH:12]1)[nH:13][cH:14][cH:15]2. Reactants: FC1=CC=C(C=C1)C1(CCN(CC1)C(=O)OC(C)(C)C)COCC=1C=C(C=C2C=NNC12)OC ((±)-tert-Butyl 4-(4-fluorophenyl)-4-((1-(5-methoxy-1H-indazol-7-yl)methoxy)methyl)piperidine-1-carboxylate). Run in FC(C(=O)O)(F)F (trifluoroacetic acid). Run at time 30 minute. Product: FC1=CC=C(C=C1)C1(CCNCC1)COCC=1C=C(C=C2C=NNC12)OC ((±)-7-(1-((4-(4-Fluorophenyl)piperidin-4-yl)methoxy)methyl)-5-methoxy-1H-indazole). RXN SMILES: [F:1][C:2]1[CH:7]=[CH:6][C:5]([C:8]2([CH2:21][O:22][CH2:23][C:24]3[CH:25]=[C:26]([O:33][CH3:34])[CH:27]=[C:28]4[C:32]=3[NH:31][N:30]=[CH:29]4)[CH2:13][CH2:12][N:11](C(OC(C)(C)C)=O)[CH2:10][CH2:9]2)=[CH:4][CH:3]=1>FC(F)(F)C(O)=O>[F:1][C:2]1[CH:7]=[CH:6][C:5]([C:8]2([CH2:21][O:22][CH2:23][C:24]3[CH:25]=[C:26]([O:33][CH3:34])[CH:27]=[C:28]4[C:32]=3[NH:31][N:30]=[CH:29]4)[CH2:13][CH2:12][NH:11][CH2:10][CH2:9]2)=[CH:4][CH:3]=1. Procedure: (±)-tert-Butyl 4-(4-fluorophenyl)-4-((1-(5-methoxy-1H-indazol-7-yl)methoxy)methyl)piperidine-1-carboxylate (20 mg, 0.041 mmol) was dissolved in trifluoroacetic acid (20% in dichloromethane, 1.5 mL) and stirred at room temperature for 30 min. The reaction was concentrated and loaded onto a strong cation exchange cartridge in methanol. The cartridge was flushed with several volumes of methanol which were discarded. The product was eluted with 2 M ammonia in methanol and concentrated to give 15 mg ... The reactants are n,n′-dicyclohexylcarbodiimide, CC1N(CCCC1)C1=C(C=C(C(=O)O)C=C1)[N+](=O)[O-] (4-(2-methylpiperidin-1-yl)-3-nitrobenzoic acid), NC(C1=CC(=C(C(=O)OC)C=C1)F)=NO (methyl 4-[amino(hydroxyimino)methyl]-2-fluorobenzoate). The solvent is C1(=CC=CC=C1)C (Toluene), C(Cl)Cl (DCM). Conditions: time 12 hour. The product is FC1=C(C(=O)OC)C=CC(=C1)C1=NOC(=N1)C1=CC(=C(C=C1)N1C(CCCC1)C)[N+](=O)[O-] (Methyl 2-fluoro-4-{5-[4-(2-methylpiperidin-1-yl)-3-nitrophenyl]-1,2,4-oxadiazol-3-yl}benzoate). RXN SMILES: [CH3:1][CH:2]1[CH2:7][CH2:6][CH2:5][CH2:4][N:3]1[C:8]1[CH:16]=[CH:15][C:11]([C:12]([OH:14])=O)=[CH:10][C:9]=1[N+:17]([O-:19])=[O:18].[NH2:20][C:21](=[N:33]O)[C:22]1[CH:31]=[CH:30][C:25]([C:26]([O:28][CH3:29])=[O:27])=[C:24]([F:32])[CH:23]=1>C(Cl)Cl.C1(C)C=CC=CC=1>[F:32][C:24]1[CH:23]=[C:22]([C:21]2[N:20]=[C:12]([C:11]3[CH:15]=[CH:16][C:8]([N:3]4[CH2:4][CH2:5][CH2:6][CH2:7][CH:2]4[CH3:1])=[C:9]([N+:17]([O-:19])=[O:18])[CH:10]=3)[O:14][N:33]=2)[CH:31]=[CH:30][C:25]=1[C:26]([O:28][CH3:29])=[O:27]. Reported procedure: Intermediate 11 (12.46 g; 47.13 mmol) was dissolved in DCM (200 mL) and n,n′-dicyclohexylcarbodiimide (11.67 g; 56.56 mmol) was added. Then Intermediate 1 was added (10 g; 47.13 mmol) and the suspension was stirred at RT for 12 hours. The precipitate was filtered off and the solvent evaporated to give a yellow solid. The residue was dissolved in Toluene (300 mL) and Py (150 mL) and the solution was heated to 130° C. for 12 hours. The reaction mixture was concentrated to afford a yellow sticky oi... Starting materials: [N+](=O)([O-])C=1C=C(C(=CC1)OC)C=1OC2=C(N1)C=C(C=C2)Br (2-(3-nitro-6-methoxyphenyl)-5-bromobenzoxazole), O1C(=CC2=C1C=CC=C2)B(O)O (2-benzofuranboronic acid). The product is [N+](=O)([O-])C=1C=C(C(=CC1)OC)C=1OC2=C(N1)C=C(C=C2)C=2OC1=C(C2)C=CC=C1 (2-(3-Nitro-6-methoxyphenyl)-5-(2-benzofuranyl)benzoxazole). Reaction SMILES: [N+:1]([C:4]1[CH:5]=[C:6]([C:12]2[O:13][C:14]3[CH:20]=[CH:19][C:18](Br)=[CH:17][C:15]=3[N:16]=2)[C:7]([O:10][CH3:11])=[CH:8][CH:9]=1)([O-:3])=[O:2].[O:22]1[C:26]2[CH:27]=[CH:28][CH:29]=[CH:30][C:25]=2[CH:24]=[C:23]1B(O)O>>[N+:1]([C:4]1[CH:5]=[C:6]([C:12]2[O:13][C:14]3[CH:20]=[CH:19][C:18]([C:23]4[O:22][C:26]5[CH:27]=[CH:28][CH:29]=[CH:30][C:25]=5[CH:24]=4)=[CH:17][C:15]=3[N:16]=2)[C:7]([O:10][CH3:11])=[CH:8][CH:9]=1)([O-:3])=[O:2]. Procedure details: Prepared by the method of Example 15d), from 2-(3-nitro-6-methoxyphenyl)-5-bromobenzoxazole (400 mg, 1.14 mmol) and 2-benzofuranboronic acid (278 mg, 1.71 mmol) the subtitle compound was obtained (342 mg, 61%). The product was used directly in the next step without purification